describe an organic reaction: reactants, conditions, products, and yield From a dataset of the Open Reaction Database (ORD), a public repository of structured organic reaction records. Starting materials: OC(C)(C)C1=CC=C(C=C1)CC(CO)O (3-[4-(1-hydroxy-1-methylethyl)phenyl]propane-1,2-diol), I(=O)(=O)(=O)[O-].[Na+] (sodium periodate). The solvent is O (water), C(C)OCC (diethyl ether). Conditions: time 2 hour. The product is OC(C)(C)C1=CC=C(C=C1)CC=O ([4-(1-Hydroxy-1-methylethyl)phenyl]acetaldehyde). As a reaction SMILES: [OH:1][C:2]([C:5]1[CH:10]=[CH:9][C:8]([CH2:11][CH:12]([OH:15])CO)=[CH:7][CH:6]=1)([CH3:4])[CH3:3].I([O-])(=O)(=O)=O.[Na+]>O.C(OCC)C>[OH:1][C:2]([C:5]1[CH:10]=[CH:9][C:8]([CH2:11][CH:12]=[O:15])=[CH:7][CH:6]=1)([CH3:4])[CH3:3] |f:1.2|. Procedure: A biphasic mixture of 3-[4-(1-hydroxy-1-methylethyl)phenyl]propane-1,2-diol (5.44 g, 25.9 mmol) in water (85 mL) and diethyl ether (170 mL) was charged with sodium periodate (11.07 g, 51.7 mmol) and stirred vigorously for two hours. The reaction mixture was then partitioned between diethyl ether (50 mL) and saturated aqueous sodium thiosulfate (50 mL), and the layers were separated. The aqueous layer was extracted with diethyl ether (2×100 mL), and the combined organic layers were washed with br... Reactants: Br.C1(=CC=CC=C1)CC(=O)C=1C=NC=CC1 (2-phenyl-1-(3-pyridyl)-ethanone hydrobromide). Solvent: C(C)(=O)O (acetic acid). The product is Br.BrC(C(=O)C=1C=NC=CC1)C1=CC=CC=C1 (2-Bromo-2-phenyl-1-(3-pyridyl)-ethanone hydrobromide). As a reaction SMILES: [BrH:1].[C:2]1([CH2:8][C:9]([C:11]2[CH:12]=[N:13][CH:14]=[CH:15][CH:16]=2)=[O:10])[CH:7]=[CH:6][CH:5]=[CH:4][CH:3]=1>C(O)(=O)C>[BrH:1].[Br:1][CH:8]([C:2]1[CH:3]=[CH:4][CH:5]=[CH:6][CH:7]=1)[C:9]([C:11]1[CH:12]=[N:13][CH:14]=[CH:15][CH:16]=1)=[O:10] |f:0.1,3.4|. Procedure: 120 g of 2-phenyl-1-(3-pyridyl)-ethanone hydrobromide are heated to 75° in 1000 ml of acetic acid. The heating bath is then removed and, while stirring, a solution of 75.8 g of bromine in 30 ml of acetic acid is added in portions each of 5 ml. While then stirring, the mixture is gradually allowed to cool to 60°, then is cooled to 20° by means of an ice-bath, filtered with suction, washed first once with 100 ml of cold acetic acid and then twice with 200 ml of diethyl ether each time, and dried u... Reactants: [Li]CCCC, C1CCOC1, C1CCOC1, CCOCC, CN1C=CC=CC1NC=O, c1ccc(-c2cnco2)cc1. The product is O=Cc1ncc(-c2ccccc2)o1. As a reaction SMILES: [CH2:12]([Li:13])[CH2:14][CH2:15][CH3:16].[CH2:27]1[O:28][CH2:29][CH2:30][CH2:31]1.[CH2:37]1[O:38][CH2:39][CH2:40][CH2:41]1.[CH3:32][CH2:33][O:34][CH2:35][CH3:36].[CH:17](=[O:18])[NH:19][CH:20]1[CH:21]=[CH:22][CH:23]=[CH:24][N:25]1[CH3:26].[c:1]1(-[c:7]2[cH:8][n:9][cH:10][o:11]2)[cH:2][cH:3][cH:4][cH:5][cH:6]1>>[c:1]1(-[c:7]2[cH:8][n:9][c:10]([CH:17]=[O:18])[o:11]2)[cH:2][cH:3][cH:4][cH:5][cH:6]1.